This data is from the Open Reaction Database (ORD), a public repository of structured organic reaction records. The task is: describe an organic reaction: reactants, conditions, products, and yield Reactants: [Na] (Sodium), N1=CC=C(C=C1)C#N (pyridine-4-carbonitrile), N1=C(C=NC=C1)C(=O)NN (pyrazine carboxylic acid hydrazide). The solvent is CO (methanol), CO (methanol). Run at temperature 260 celsius, time 30 minute. Product: N1=C(C=NC=C1)C1=NNC(=N1)C1=CC=NC=C1 (3-pyrazinyl-5-(4-pyridyl)-1,2,4-triazole). As a reaction SMILES: [Na].[N:2]1[CH:7]=[CH:6][C:5]([C:8]#[N:9])=[CH:4][CH:3]=1.[N:10]1[CH:15]=[CH:14][N:13]=[CH:12][C:11]=1[C:16]([NH:18][NH2:19])=O>CO>[N:10]1[CH:15]=[CH:14][N:13]=[CH:12][C:11]=1[C:16]1[N:9]=[C:8]([C:5]2[CH:6]=[CH:7][N:2]=[CH:3][CH:4]=2)[NH:19][N:18]=1 |^1:0|. Procedure details: Sodium (0.4 grams) is added to pyridine-4-carbonitrile (8.3 grams, 0.08 mole) in methanol, and the solution is allowed to stand 30 minutes at room temperature. A suspension of pyrazine carboxylic acid hydrazide (9.6 grams, 0.07 mole) in methanol (160 ml.) is added, and the resulting solution is heated at reflux for 30 minutes. After cooling, the intermediate acylamidrazone is collected by filtration. The acyclic intermediate is then heated at 260° C. for 15 minutes, after which the reaction is c... Starting materials: C(C(=O)Cl)(=O)Cl (oxalyl chloride), ClCCN(CCCl)C1=CC=C(C=C1)CCC(=O)O (3-[4-[N,N-Bis(2-chloroethyl)amino]phenyl]propionic acid), resultant mixture. Run in ClCCCl (1,2-dichloroethane). Conditions: time 3 hour. Yields the product ClCCN(CCCl)C1=CC=C(C=C1)CCC(=O)Cl (3-[4-[N,N-Bis(2-chloroethyl)amino]phenyl]propionyl chloride). As a reaction SMILES: [Cl:1][CH2:2][CH2:3][N:4]([C:8]1[CH:13]=[CH:12][C:11]([CH2:14][CH2:15][C:16]([OH:18])=O)=[CH:10][CH:9]=1)[CH2:5][CH2:6][Cl:7].C(Cl)(=O)C([Cl:22])=O>ClCCCl>[Cl:1][CH2:2][CH2:3][N:4]([C:8]1[CH:13]=[CH:12][C:11]([CH2:14][CH2:15][C:16]([Cl:22])=[O:18])=[CH:10][CH:9]=1)[CH2:5][CH2:6][Cl:7]. Procedure: 3-[4-[N,N-Bis(2-chloroethyl)amino]phenyl]propionic acid (0.24 g; 0.83 mmol) was dissolved in 5 ml of 1,2-dichloroethane, followed by the dropwise addition of 0.22 ml (2.58 mmol; 3.1 equivalents) of oxalyl chloride (with ice-cooling from an intermediary time point due to violent exotherm). After completion of the dropwise addition, the temperature of the resultant mixture was allowed to rise again to room temperature, at which the mixture was stirred for 3 hours and then allowed to stand overnigh... Starting materials: C(C)(=O)Cl (Acetyl chloride), OC=1C(=C(C(=O)O)C=CC1)C (3-hydroxy-2-methyl-benzoic acid). Run in CO (methanol). Product: COC(C1=C(C(=CC=C1)O)C)=O (3-hydroxy-2-methyl-benzoic acid methyl ester). Isolated yield 87.3%. As a reaction SMILES: [C:1](Cl)(=O)C.[OH:5][C:6]1[C:7]([CH3:15])=[C:8]([CH:12]=[CH:13][CH:14]=1)[C:9]([OH:11])=[O:10]>CO>[CH3:1][O:10][C:9](=[O:11])[C:8]1[CH:12]=[CH:13][CH:14]=[C:6]([OH:5])[C:7]=1[CH3:15]. Reported procedure: Acetyl chloride (5.4 ml, 5.96 g, 76 mmol) was added dropwise to methanol (15 ml) at 0° C. in a sealed 50 ml round-bottom flask. This solution was allowed to warm to room temperature for 1 hour while stirring. To this solution 3-hydroxy-2-methyl-benzoic acid (519 mg, 3.4 mmol) was added and the solution was stirred at room temperature for 42 hours. The reaction was quenched with saturated aqueous sodium bicarbonate and solid sodium bicarbonate. The volatiles were removed in vacuo and the basic aq...